Dataset: the Open Reaction Database (ORD), a public repository of structured organic reaction records. Task: describe an organic reaction: reactants, conditions, products, and yield Reactants: C(C(C)C)N (isobutylamine), C(C1=CC=CC=C1)=O (benzaldehyde). The solvent is C1=CC=CC=C1 (benzene). Run at time 3 hour. Product: C(C1=CC=CC=C1)=NCC(C)C (N-Benzylidene-2-methyl-1-propanamine). The yield is 89.4%. As a reaction SMILES: [CH2:1]([NH2:5])[CH:2]([CH3:4])[CH3:3].[CH:6](=O)[C:7]1[CH:12]=[CH:11][CH:10]=[CH:9][CH:8]=1>C1C=CC=CC=1>[CH:6](=[N:5][CH2:1][CH:2]([CH3:4])[CH3:3])[C:7]1[CH:12]=[CH:11][CH:10]=[CH:9][CH:8]=1. Procedure details: To a stirred solution of isobutylamine (49.7 ml, 500 mmol) in dry benzene (50 ml) was added benzaldehyde (50.8 ml, 500 mmol) over a period of 20 minutes. After three hours, the water layer was separated and the stirring of the benzene solution continued overnight. Again the separated water layer was discarded. The benzene layer after further dilution with dry benzene (150 ml) was dried over a minimum amount of magnesium sulfate. After concentrating the dried benzene solution, the residue was dis...